From a dataset of the Open Reaction Database (ORD), a public repository of structured organic reaction records. describe an organic reaction: reactants, conditions, products, and yield The reactants are [Li+].[OH-] (LiOH), [Li+].[OH-] (LiOH), [N+](=O)([O-])C1=CC=C(C(=O)O)C=C1 (4-Nitrobenzoic acid), C1=CC=C(C=C1)P(C2=CC=CC=C2)C3=CC=CC=C3 (Ph3P), N(=NC(=O)OC(C)C)C(=O)OC(C)C (Diisopropyl azodicarboxylate), Cl (HCl). Solvent: C1CCOC1 (THF), O (water), CCOC(=O)C (EtOAc). Run at temperature 0 celsius, time 8 hour. Yields the product O[C@@H]1CCCC(C=2C1=NC=CC2)=O ((R)-9-hydroxy-6,7,8,9-tetrahydro-5H-cyclohepta[b]pyridin-5-one). Reaction SMILES: [N+:1]([C:4]1[CH:12]=[CH:11][C:7]([C:8]([OH:10])=O)=[CH:6][CH:5]=1)([O-])=O.[CH:13]1[CH:18]=CC(P(C2C=CC=CC=2)C2C=CC=CC=2)=C[CH:14]=1.N(C(OC(C)C)=O)=NC(OC(C)C)=[O:35].[Li+].[OH-].Cl>CCOC(C)=O.C1COCC1.O>[OH:35][C@H:5]1[C:6]2=[N:1][CH:4]=[CH:12][CH:11]=[C:7]2[C:8](=[O:10])[CH2:18][CH2:13][CH2:14]1 |f:3.4|. Reported procedure: In a 1 L round-bottomed flask was (S)-9-hydroxy-6,7,8,9-tetrahydro-5H-cyclohepta[b]pyridin-5-one (19.14 g, 108 mmol) (obtained by enzyme reduction of the diketone) in THF (300 mL) to give a light orange solution. 4-Nitrobenzoic acid (27.1 g, 162 mmol) and Ph3P (42.5 g, 162 mmol) were added under nitrogen, and the mixture was cooled to 0° C. Diisopropyl azodicarboxylate (31.9 mL, 162 mmol) was added dropwise. The mixture was allowed to gradually warm to rt and stirred overnight (5:00 pm). The col... The reactants are O(C1=CC=CC=C1)CC(=O)N[C@@H]1[C@@H](N(C1=O)CC1=C(C=C(C=C1)OC)OC)C(=O)OC (methyl cis-3-phenoxyacetamido-1-(2,4-dimethoxybenzyl)-4-oxoazetidine-2-carboxylate), C(=O)([O-])[O-].[K+].[K+] (K2CO3). Run in O1CCCC1 (tetrahydrofuran), O (water). Run at time 1.5 hour. The product is O(C1=CC=CC=C1)CC(=O)N[C@@H]1[C@@H](N(C1=O)CC1=C(C=C(C=C1)OC)OC)C(=O)O (cis-3-phenoxyacetamido-1-(2,4-dimethoxybenzyl)-4-oxoazetidine-2-carboxylic acid), ( d ). As a reaction SMILES: C([O-])([O-])=O.[K+].[K+].[O:7]([CH2:14][C:15]([NH:17][C@H:18]1[C:21](=[O:22])[N:20]([CH2:23][C:24]2[CH:29]=[CH:28][C:27]([O:30][CH3:31])=[CH:26][C:25]=2[O:32][CH3:33])[C@H:19]1[C:34]([O:36]C)=[O:35])=[O:16])[C:8]1[CH:13]=[CH:12][CH:11]=[CH:10][CH:9]=1>O1CCCC1.O>[O:7]([CH2:14][C:15]([NH:17][C@H:18]1[C:21](=[O:22])[N:20]([CH2:23][C:24]2[CH:29]=[CH:28][C:27]([O:30][CH3:31])=[CH:26][C:25]=2[O:32][CH3:33])[C@H:19]1[C:34]([OH:36])=[O:35])=[O:16])[C:8]1[CH:9]=[CH:10][CH:11]=[CH:12][CH:13]=1 |f:0.1.2|. Reported procedure: A solution of anhydrous K2CO3 (249 mg, 1.8 mmol) in tetrahydrofuran (8 ml) and water (12 ml) is degassed with argon and then methyl cis-3-phenoxyacetamido-1-(2,4-dimethoxybenzyl)-4-oxoazetidine-2-carboxylate (150 mg, 0.35 mmol) is added. The reaction is stirred 1.5 hours at room temperature, the organic solvent is evaporated and the aqueous layer is acidified and extracted with methylene chloride. The dried extracts are evaporated to give a solid which is recrystallized from ethyl acetate-hexane... The reactants are CCOC(C)=O, CCn1cnc2c(Nc3cccc(C(F)(F)F)c3)nc(Cl)nc21, NCCCO. The product is CCn1cnc2c(Nc3cccc(C(F)(F)F)c3)nc(NCCCO)nc21. Reaction SMILES: [CH3:29][CH2:30][O:31][C:32](=[O:33])[CH3:34].[Cl:1][c:2]1[n:3][c:4]([NH:13][c:14]2[cH:15][c:16]([C:20]([F:21])([F:22])[F:23])[cH:17][cH:18][cH:19]2)[c:5]2[n:6][cH:7][n:8]([CH2:11][CH3:12])[c:9]2[n:10]1.[NH2:24][CH2:25][CH2:26][CH2:27][OH:28]>>[c:2]1([NH:24][CH2:25][CH2:26][CH2:27][OH:28])[n:3][c:4]([NH:13][c:14]2[cH:15][c:16]([C:20]([F:21])([F:22])[F:23])[cH:17][cH:18][cH:19]2)[c:5]2[n:6][cH:7][n:8]([CH2:11][CH3:12])[c:9]2[n:10]1. Reaction SMILES: [NH:1]1[CH2:6][CH2:5][C:4](=[O:7])[CH2:3][CH2:2]1.Cl[CH2:9][CH2:10][CH2:11][CH2:12][CH2:13][O:14][CH3:15]>>[CH3:15][O:14][CH2:13][CH2:12][CH2:11][CH2:10][CH2:9][N:1]1[CH2:6][CH2:5][C:4](=[O:7])[CH2:3][CH2:2]1. Yields the product COCCCCCN1CCC(CC1)=O (1-(5-Methoxypentyl)-4-piperidone). Procedure: 1-(5-Methoxypentyl)-4-piperidone is prepared from 4-piperidone and 1-chloro-5-methoxypentane essentially as described above in Example 38, Scheme C, step a. Reactants: N1CCC(CC1)=O (4-piperidone), ClCCCCCOC (1-chloro-5-methoxypentane). Starting materials: C(C)C1(C2CN(CC12)CCCC1=CC=CC=C1)C=1C=C(C=CC1)N (3-[6-ethyl-3-(3-phenylpropyl)-3-azabicyclo[3.1.0]hex-6-yl]phenylamine), C(C)S(=O)(=O)Cl (ethanesulfonylchloride). Solvent: N1=CC=CC=C1 (pyridine). Reaction conditions: time 18 hour. Yields the product C(C)C1(C2CN(CC12)CCCCCC)C=1C=C(C=CC1)NS(=O)(=O)CC (N-[3-(6-Ethyl-3-hexyl-3-azabicyclo[3.1.0]hex-6-yl)phenyl]-1-ethanesulfonamide). The yield is 25.4%. Reaction SMILES: [CH2:1]([C:3]1([C:18]2[CH:19]=[C:20]([NH2:24])[CH:21]=[CH:22][CH:23]=2)[CH:8]2[CH:4]1[CH2:5][N:6]([CH2:9][CH2:10][CH2:11][C:12]1C=CC=[CH:14][CH:13]=1)[CH2:7]2)[CH3:2].[CH2:25]([S:27](Cl)(=[O:29])=[O:28])[CH3:26]>N1C=CC=CC=1>[CH2:1]([C:3]1([C:18]2[CH:19]=[C:20]([NH:24][S:27]([CH2:25][CH3:26])(=[O:29])=[O:28])[CH:21]=[CH:22][CH:23]=2)[CH:8]2[CH:4]1[CH2:5][N:6]([CH2:9][CH2:10][CH2:11][CH2:12][CH2:13][CH3:14])[CH2:7]2)[CH3:2]. Procedure details: To a solution of 3-[6-ethyl-3-(3-phenylpropyl)-3-azabicyclo[3.1.0]hex-6-yl]phenylamine (Preparation 20, 500 mg, 1.56 mmol) in pyridine (5 ml), at 0° C. under nitrogen was added dropwise over 5 minutes ethanesulfonylchloride (0.25 ml, 0.34 g, 2.6 mmol). The mixture was allowed to warm to room temperature and was stirred for 18 hours. The mixture was concentrated in vacuo and the residue was purified by silica (25 g) column chromatography eluting with 50:50:1 ethyl acetate:hexane:ammonia solution ... The reactants are C1(CCCCC1)CNC(=O)[C@@H](CCSC)NC(OC(C)(C)C)=O (tert-Butyl [(1R)-1-{[(cyclohexylmethyl)amino]carbonyl}-3-(methylthio)propyl]carbamate). Solvent: CI (methyl iodide). Conditions: time 18 hour. Product: C1(CCCCC1)CN1C([C@@H](CC1)NC(OC(C)(C)C)=O)=O (tert-butyl [(3R)-1-(cyclohexylmethyl)-2-oxo-3-pyrrolidinyl]carbamate). Yield: 45.4%. As a reaction SMILES: [CH:1]1([CH2:7][NH:8][C:9]([C@H:11]([NH:16][C:17](=[O:23])[O:18][C:19]([CH3:22])([CH3:21])[CH3:20])[CH2:12][CH2:13]SC)=[O:10])[CH2:6][CH2:5][CH2:4][CH2:3][CH2:2]1>CI>[CH:1]1([CH2:7][N:8]2[CH2:13][CH2:12][C@@H:11]([NH:16][C:17](=[O:23])[O:18][C:19]([CH3:22])([CH3:21])[CH3:20])[C:9]2=[O:10])[CH2:6][CH2:5][CH2:4][CH2:3][CH2:2]1. Reported procedure: tert-Butyl [(1R)-1-{[(cyclohexylmethyl)amino]carbonyl}-3-(methylthio)propyl]carbamate (5.12 g) was dissolved in methyl iodide (23 mL) and stirred at room temperature for 18 hours. The excess methyl iodide was evaporated in vacuo. The residue was dissolved in tetrahydrofuran (50 mL), added lithium bis(trimethylsilyl)amide 1.0M solution in hexane (16.3 mL) at o 0° C., and then allowed to warm to room temperature and stirred for 5 hours. The resulting mixture was poured into aqueous ammonium chlori...